This data is from the Open Reaction Database (ORD), a public repository of structured organic reaction records. The task is: describe an organic reaction: reactants, conditions, products, and yield Reactants: CCCc1c(OCCCCCBr)ccc(Cl)c1Cl, CN(C)C=O, N#C[Na]. Reaction SMILES: [CH2:1]([CH2:2][CH3:3])[c:4]1[c:5]([O:6][CH2:7][CH2:8][CH2:9][CH2:10][CH2:11][Br:12])[cH:13][cH:14][c:15]([Cl:18])[c:16]1[Cl:17].[CH3:22][N:23]([CH3:24])[CH:25]=[O:26].[Na:19][C:20]#[N:21]>>[CH2:1]([CH2:2][CH3:3])[c:4]1[c:5]([O:6][CH2:7][CH2:8][CH2:9][CH2:10][C:11]#[N:21])[cH:13][cH:14][c:15]([Cl:18])[c:16]1[Cl:17]. The product is CCCc1c(OCCCCC#N)ccc(Cl)c1Cl. The reactants are CN1CCNCC1, CN1CCCC1=O, CCOC(C)=O, Nc1cc(-c2ccc(Br)cc2)sc1C(=O)O, O. Yields the product Nc1csc(-c2ccc(Br)cc2)c1. RXN SMILES: [CH3:17][N:18]1[CH2:19][CH2:20][NH:21][CH2:22][CH2:23]1.[CH3:24][N:25]1[CH2:26][CH2:27][CH2:28][C:29]1=[O:30].[CH3:31][CH2:32][O:33][C:34]([CH3:35])=[O:36].[NH2:1][c:2]1[c:3]([C:14]([OH:15])=[O:16])[s:4][c:5](-[c:7]2[cH:8][cH:9][c:10]([Br:13])[cH:11][cH:12]2)[cH:6]1.[OH2:37]>>[NH2:1][c:2]1[cH:3][s:4][c:5](-[c:7]2[cH:8][cH:9][c:10]([Br:13])[cH:11][cH:12]2)[cH:6]1. Starting materials: Cc1ccccc1, O=C(Cl)CCl, Nc1ccc(F)c(Cl)c1, c1ccncc1. Yields the product O=C(CCl)Nc1ccc(F)c(Cl)c1. RXN SMILES: [CH3:21][c:22]1[cH:23][cH:24][cH:25][cH:26][cH:27]1.[Cl:16][CH2:17][C:18](=[O:19])[Cl:20].[Cl:1][c:2]1[cH:3][c:4]([NH2:5])[cH:6][cH:7][c:8]1[F:9].[cH:10]1[cH:11][cH:12][n:13][cH:14][cH:15]1>>[Cl:1][c:2]1[cH:3][c:4]([NH:5][C:18]([CH2:17][Cl:16])=[O:19])[cH:6][cH:7][c:8]1[F:9]. The product is CNC1(CCCC1)C#N (1-methylamino-cyclopentane-carbonitrile). Procedure details: A solution of 6.5 of potassium cyanide in 13 ml of water was added at 15°-20° C. to a solution of 8.5 g of cyclopentanone and 7 g of methylamine hydrochloride in 7.5 ml of water and returned to room temperature; the mixture was stirred for 18 hours and extracted with methylene chloride. The organic phase was washed with aqueous sodium chloride, dried, and evaporated to dryness, and the residue was distilled to obtain 4.1 g of the expected product with a boiling point of 60° C.±0.3° C. at 7 mm of... Reaction SMILES: [C-:1]#[N:2].[K+].[C:4]1(=O)[CH2:8][CH2:7][CH2:6][CH2:5]1.Cl.[CH3:11][NH2:12]>O>[CH3:1][NH:2][C:4]1([C:11]#[N:12])[CH2:8][CH2:7][CH2:6][CH2:5]1 |f:0.1,3.4|. The solvent is O (water), O (water). Run at time 18 hour. Starting materials: [C-]#N.[K+] (potassium cyanide), C1(CCCC1)=O (cyclopentanone), Cl.CN (methylamine hydrochloride).